Task: describe an organic reaction: reactants, conditions, products, and yield. Dataset: the Open Reaction Database (ORD), a public repository of structured organic reaction records The reactants are CC(C)(C)OC(=O)N1CCN(c2cccc(Nc3nc4c(-c5ccc(S(C)(=O)=O)cc5)cccn4n3)c2)CC1, ClCCl, [Na+], [Na+], O=C([O-])[O-], O=C(O)C(F)(F)F. Yields the product CS(=O)(=O)c1ccc(-c2cccn3nc(Nc4cccc(N5CCNCC5)c4)nc23)cc1. RXN SMILES: [C:1]([O:2][C:3](=[O:4])[N:8]1[CH2:9][CH2:10][N:11]([c:14]2[cH:15][c:16]([NH:20][c:21]3[n:22][n:23]4[c:24]([c:25](-[c:29]5[cH:30][cH:31][c:32]([S:35](=[O:36])(=[O:37])[CH3:38])[cH:33][cH:34]5)[cH:26][cH:27][cH:28]4)[n:39]3)[cH:17][cH:18][cH:19]2)[CH2:12][CH2:13]1)([CH3:5])([CH3:6])[CH3:7].[Cl:47][CH2:48][Cl:49].[Na+:50].[Na+:51].[O-:52][C:53](=[O:54])[O-:55].[OH:40][C:41]([C:42]([F:43])([F:44])[F:45])=[O:46]>>[NH:8]1[CH2:9][CH2:10][N:11]([c:14]2[cH:15][c:16]([NH:20][c:21]3[n:22][n:23]4[c:24]([c:25](-[c:29]5[cH:30][cH:31][c:32]([S:35](=[O:36])(=[O:37])[CH3:38])[cH:33][cH:34]5)[cH:26][cH:27][cH:28]4)[n:39]3)[cH:17][cH:18][cH:19]2)[CH2:12][CH2:13]1. Starting materials: CNC1CCOCC1, CN1CCCC1=O, CCOC(C)=O, CCSc1nc(Cl)cc(C)c1C(=O)NCc1cccc(F)c1, [Na+], [OH-], O. Product: CCSc1nc(N(C)C2CCOCC2)cc(C)c1C(=O)NCc1cccc(F)c1. As a reaction SMILES: [CH3:23][NH:24][CH:25]1[CH2:26][CH2:27][O:28][CH2:29][CH2:30]1.[CH3:31][N:32]1[CH2:33][CH2:34][CH2:35][C:36]1=[O:37].[CH3:41][CH2:42][O:43][C:44]([CH3:45])=[O:46].[Cl:1][c:2]1[cH:3][c:4]([CH3:22])[c:5]([C:11](=[O:12])[NH:13][CH2:14][c:15]2[cH:16][c:17]([F:21])[cH:18][cH:19][cH:20]2)[c:6]([S:8][CH2:9][CH3:10])[n:7]1.[Na+:39].[OH-:38].[OH2:40]>>[c:2]1([N:24]([CH3:23])[CH:25]2[CH2:26][CH2:27][O:28][CH2:29][CH2:30]2)[cH:3][c:4]([CH3:22])[c:5]([C:11](=[O:12])[NH:13][CH2:14][c:15]2[cH:16][c:17]([F:21])[cH:18][cH:19][cH:20]2)[c:6]([S:8][CH2:9][CH3:10])[n:7]1.